From a dataset of the Open Reaction Database (ORD), a public repository of structured organic reaction records. describe an organic reaction: reactants, conditions, products, and yield Reactants: FC(C(=O)O)(F)F.C(C)(C)(C)[C@@H]1NC(O[C@H]2[C@H](CCCCCC=3C(=NC=4C=CC=CC4C3OC3CCNCC3)O[C@@H]3C[C@H](N(C1=O)C3)C(=O)OC)C2)=O (methyl (1aR,5S,8S,10R,22aR)-5-tert-butyl-3,6-dioxo-17-(piperidin-4-yloxy)-1,1a,3,4,5,6,9,10,18,19,20,21,22,22a-tetradecahydro-8H-7,10-methanocyclopropa[18,19][1,10,3,6]dioxadiazacyclononadecino[11,12-b]quinoline-8-carboxylate trifluoroacetate), [I-].[K+] (potassium iodide), COCCBr (2-bromoethyl methyl ether). Solvent: CN(C)C=O (DMF), C(C)N(CC)CC (triethylamine). Conditions: temperature 60 celsius, time 24 hour. Product: C(C)(C)(C)[C@@H]1NC(O[C@H]2[C@H](CCCCCC=3C(=NC=4C=CC=CC4C3OC3CCN(CC3)CCOC)O[C@@H]3C[C@H](N(C1=O)C3)C(=O)OC)C2)=O (methyl (1aR,5S,8S,10R,22aR)-5-tert-butyl-17-{[1-(2-methoxyethyl)piperidin-4-yl]oxy}-3,6-dioxo-1,1a,3,4,5,6,9,10,18,19,20,21,22,22a-tetradecahydro-8H-7,10-methanocyclopropa[18,19][1,10,3,6]dioxadiazacyclononadecino[11,12-b]quinoline-8-carboxylate). Reaction SMILES: FC(F)(F)C(O)=O.[C:8]([C@H:12]1[C:45](=[O:46])[N:44]2[CH2:47][C@@H:41]([CH2:42][C@H:43]2[C:48]([O:50][CH3:51])=[O:49])[O:40][C:24]2=[N:25][C:26]3[CH:27]=[CH:28][CH:29]=[CH:30][C:31]=3[C:32]([O:33][CH:34]3[CH2:39][CH2:38][NH:37][CH2:36][CH2:35]3)=[C:23]2[CH2:22][CH2:21][CH2:20][CH2:19][CH2:18][C@@H:17]2[CH2:52][C@H:16]2[O:15][C:14](=[O:53])[NH:13]1)([CH3:11])([CH3:10])[CH3:9].[I-].[K+].[CH3:56][O:57][CH2:58][CH2:59]Br>CN(C=O)C.C(N(CC)CC)C>[C:8]([C@H:12]1[C:45](=[O:46])[N:44]2[CH2:47][C@@H:41]([CH2:42][C@H:43]2[C:48]([O:50][CH3:51])=[O:49])[O:40][C:24]2=[N:25][C:26]3[CH:27]=[CH:28][CH:29]=[CH:30][C:31]=3[C:32]([O:33][CH:34]3[CH2:39][CH2:38][N:37]([CH2:59][CH2:58][O:57][CH3:56])[CH2:36][CH2:35]3)=[C:23]2[CH2:22][CH2:21][CH2:20][CH2:19][CH2:18][C@@H:17]2[CH2:52][C@H:16]2[O:15][C:14](=[O:53])[NH:13]1)([CH3:11])([CH3:9])[CH3:10] |f:0.1,2.3|. Reported procedure: The amine from Step 2 (70.9 mg) was dissolved in DMF (0.3 mL) and triethylamine (53 μl), potassium iodide (1.6 mg) and 2-bromoethyl methyl ether (20 μl) were added sequentially. The reaction mixture was stirred at 60° C. for 24 hours. The reaction mixture was then cooled to room temperature and quenched with a saturated solution of sodium bicarbonate. The mixture was extracted (3×) with ethyl acetate and the combined organics were dried with sodium sulfate, filtered and concentrated. Purificatio... Starting materials: FC1=CC(=C(C=C1)C)[N+](=O)[O-] (4-fluoro-2-nitrotoluene), [N+](=O)(O)[O-] (nitric acid). Run in S(O)(O)(=O)=O (sulfuric acid), S(O)(O)(=O)=O (sulfuric acid). Run at time 2 hour. The product is [N+](=O)([O-])C1=C(C=CC(=C1[N+](=O)[O-])F)C (2,3-dinitro-4-fluorotoluene). Reaction SMILES: [F:1][C:2]1[CH:7]=[CH:6][C:5]([CH3:8])=[C:4]([N+:9]([O-:11])=[O:10])[CH:3]=1.[N+:12]([O-])([OH:14])=[O:13]>S(=O)(=O)(O)O>[N+:9]([C:4]1[C:3]([N+:12]([O-:14])=[O:13])=[C:2]([F:1])[CH:7]=[CH:6][C:5]=1[CH3:8])([O-:11])=[O:10]. Procedure details: Fuming sulfuric acid (180 mL) is added dropwise to 4-fluoro-2-nitrotoluene (50.21 g) under an argon atmosphere. The internal temperature of the mixture is maintained at 0°-5° C. using an ice/sodium chloride bath. A preformed (ice bath) mixture of fuming nitric acid (30 mL) and fuming sulfuric acid (90 mL) is added dropwise to the previous solution over three hours. The reaction is then allowed to warm to room temperature. After stirring at room temperature for two hours, the mixture is poured sl... Reactants: C(C)(C)N(CC)C(C)C (diisopropyl ethylamine), ClCOCC[Si](C)(C)C ((2-chloromethoxy-ethyl)-trimethyl-silane), C(C)OC(=O)C=1C=NNC(C1)=O (6-Oxo-1,6-dihydro-pyridazine-4-carboxylic acid ethyl ester). Solvent: CCOC(=O)C (EtOAc), CN(C=O)C (dimethylformamide). Conditions: temperature 0 celsius, time 2 hour. Product: C(C)OC(=O)C=1C=NN(C(C1)=O)COCC[Si](C)(C)C (6-Oxo-1-(2-trimethylsilanyl-ethoxymethyl)-1,6-dihydro-pyridazine-4-carboxylic acid ethyl ester). Yield: 53.2%. As a reaction SMILES: [CH2:1]([O:3][C:4]([C:6]1[CH:7]=[N:8][NH:9][C:10](=[O:12])[CH:11]=1)=[O:5])[CH3:2].C(N(C(C)C)CC)(C)C.Cl[CH2:23][O:24][CH2:25][CH2:26][Si:27]([CH3:30])([CH3:29])[CH3:28]>CN(C)C=O.CCOC(C)=O>[CH2:1]([O:3][C:4]([C:6]1[CH:7]=[N:8][N:9]([CH2:23][O:24][CH2:25][CH2:26][Si:27]([CH3:30])([CH3:29])[CH3:28])[C:10](=[O:12])[CH:11]=1)=[O:5])[CH3:2]. Procedure: The title compound from Example 18.4 (0.90 g, 5.35 mmol) was stirred in dimethylformamide (20 mL) and diisopropyl ethylamine (1.39 mL, 8.025 mmol) at 0° C. and (2-chloromethoxy-ethyl)-trimethyl-silane (1.88 mL, 10.70 mmol) was added and the reaction was allowed to continue to stir at 0° C. for 2 hours and then overnight at r.t. The reaction mixture was diluted with EtOAc and washed with water and brine. The organic phase was dried over sodium sulfate, filtered and concentrated onto silica gel. T...